The task is: describe an organic reaction: reactants, conditions, products, and yield. This data is from the Open Reaction Database (ORD), a public repository of structured organic reaction records. The product is Cl.N1[C@@H](CC2=CC=CC=C12)C(=O)OCC ((S)-2,3-Dihydro-1H-indole-2-carboxylic acid, ethyl ester, hydrochloride salt). Reaction conditions: time 3 hour. RXN SMILES: [NH:1]1[C:9]2[C:4](=[CH:5][CH:6]=[CH:7][CH:8]=2)[CH2:3][C@H:2]1[C:10]([OH:12])=[O:11].[ClH:13].[CH2:14](O)[CH3:15]>>[ClH:13].[NH:1]1[C:9]2[C:4](=[CH:5][CH:6]=[CH:7][CH:8]=2)[CH2:3][C@H:2]1[C:10]([O:12][CH2:14][CH3:15])=[O:11] |f:3.4|. Procedure details: A suspension of (S)-indoline-2-carboxylic acid (6.02 g., 36.9 mmol.) in ethanol (70 ml.) at 0° was saturated with hydrochloric acid and allowed to warm to room temperature. After 3 hours at room temperature, the resulting clear, red solution was purged with nitrogen and diluted with ethyl ether (200 ml.). The crystallized product was collected, washed with ethyl ether and dried in vacuo to give 6.43 g. of the title compound as white needles, m.p. 168°-169°; α!D =-70.7° (c=0.68, chloroform). TLC ... The reactants are N1[C@@H](CC2=CC=CC=C12)C(=O)O ((S)-indoline-2-carboxylic acid), C(C)O (ethanol), Cl (hydrochloric acid). Starting materials: N12C[C@@H](C(CC1)CC2)OC(NC(C2=CC=CC=C2)C2=CC(=CC=C2)OCCC2=CC=C(C=C2)Br)=O ((R)-quinuclidin-3-yl((3-(4-bromophenethoxy)phenyl)(phenyl)methyl)carbamate), Tetrakis-(triphenylphosphine)palladium(0), C(=O)C1=CC=C(C=C1)B(O)O (4-formylphenylboronic acid), C([O-])([O-])=O.[Na+].[Na+] (sodium carbonate). Solvent: C1(=CC=CC=C1)C (toluene), O (water). Conditions: temperature 120 celsius. The product is N12C[C@@H](C(CC1)CC2)OC(NC(C2=CC=CC=C2)C2=CC(=CC=C2)OCCC2=CC=C(C=C2)C2=CC=C(C=C2)C=O)=O ((R)-quinuclidin-3-yl((3-(2-(4′-formyl-[1,1′-biphenyl]-4-yl)ethoxy)phenyl)-(phenyl)methyl)carbamate). Isolated yield 41.5%. Reaction SMILES: [N:1]12[CH2:8][CH2:7][CH:4]([CH2:5][CH2:6]1)[C@@H:3]([O:9][C:10](=[O:35])[NH:11][CH:12]([C:19]1[CH:24]=[CH:23][CH:22]=[C:21]([O:25][CH2:26][CH2:27][C:28]3[CH:33]=[CH:32][C:31](Br)=[CH:30][CH:29]=3)[CH:20]=1)[C:13]1[CH:18]=[CH:17][CH:16]=[CH:15][CH:14]=1)[CH2:2]2.[CH:36]([C:38]1[CH:43]=[CH:42][C:41](B(O)O)=[CH:40][CH:39]=1)=[O:37].C(=O)([O-])[O-].[Na+].[Na+]>C1(C)C=CC=CC=1.O>[N:1]12[CH2:8][CH2:7][CH:4]([CH2:5][CH2:6]1)[C@@H:3]([O:9][C:10](=[O:35])[NH:11][CH:12]([C:19]1[CH:24]=[CH:23][CH:22]=[C:21]([O:25][CH2:26][CH2:27][C:28]3[CH:33]=[CH:32][C:31]([C:41]4[CH:42]=[CH:43][C:38]([CH:36]=[O:37])=[CH:39][CH:40]=4)=[CH:30][CH:29]=3)[CH:20]=1)[C:13]1[CH:18]=[CH:17][CH:16]=[CH:15][CH:14]=1)[CH2:2]2 |f:2.3.4|. Reported procedure: (R)-quinuclidin-3-yl((3-(4-bromophenethoxy)phenyl)(phenyl)methyl)carbamate (0.40 g, 0.747 mmol), 4-formylphenylboronic acid (0.123 g, 0.822 mmol), and sodium carbonate (0.158 g, 1.494 mmol) were combined in toluene (9.94 mL) and water (2.48 mL). The mixture was degassed with nitrogen for 10 minutes. Tetrakis-(triphenylphosphine)palladium(0) (0.087 g, 0.075 mmol) was added, and the mixture heated at 120° C. for 30 minutes in a microwave. The mixture was filtered, and the filtrate partitioned betw... Procedure details: A solution of 2-chloro-4H-thieno[3,2-b]pyrrole-5-carboxylic acid (4 g, prepared by following the procedure described in WO2002/20530), and 0.7 g of Cu powder in 45 mL of quinoline was vented once with nitrogen, and then heated at 160° C. under nitrogen atmosphere for 2 h. The reaction mixture was cooled to r.t. and treated with 150 mL of 3N HCl and diluted with 100 mL of 1:1 EtOAc/hexane. The reaction mixture was then filtered through a pad of silica gel and the filter cake was washed with 200 m... The solvent is N1=CC=CC2=CC=CC=C12 (quinoline), CCOC(=O)C.CCCCCC (EtOAc hexane). Run at temperature 160 celsius. Product: ClC1=CC=2NC=CC2S1 (2-chloro-4H-thieno[3,2-b]pyrrole). The reactants are ClC1=CC=2NC(=CC2S1)C(=O)O (2-chloro-4H-thieno[3,2-b]pyrrole-5-carboxylic acid), Cu, Cl (HCl). RXN SMILES: [Cl:1][C:2]1[S:9][C:8]2[CH:7]=[C:6](C(O)=O)[NH:5][C:4]=2[CH:3]=1.Cl>N1C2C(=CC=CC=2)C=CC=1.CCOC(C)=O.CCCCCC>[Cl:1][C:2]1[S:9][C:8]2[CH:7]=[CH:6][NH:5][C:4]=2[CH:3]=1 |f:3.4|. Starting materials: C(C)(C)(C)OC(=O)NCC1CN(CC1)CCCNC(=O)C1=CC(=CC=2N(CCOC21)C)Cl (N-(3-(3-tert-Butoxycarbonylaminomethylpyrrolidin-1-yl)propyl)-6-chloro-4-methyl-3,4-dihydro-2H-1,4-benzoxazine-8-carboxamide), NC1=CC(=C(C(=O)O)C=C1Cl)OC (4-amino-5-chloro-2-methoxybenzoic acid). Product: NC1=CC(=C(C(=O)NCC2CN(CC2)CCCNC(=O)C2=CC(=CC=3N(CCOC32)C)Cl)C=C1Cl)OC (N-(3-(3-(4-amino-5-chloro-2-methoxybenzoylaminomethyl)-pyrrolidin-1-yl)propyl)-6-chloro-4-methyl-3,4-dihydro-2H-1,4-benzoxazine-8-carboxamide). RXN SMILES: C(O[C:6]([NH:8][CH2:9][CH:10]1[CH2:14][CH2:13][N:12]([CH2:15][CH2:16][CH2:17][NH:18][C:19]([C:21]2[C:30]3[O:29][CH2:28][CH2:27][N:26]([CH3:31])[C:25]=3[CH:24]=[C:23]([Cl:32])[CH:22]=2)=[O:20])[CH2:11]1)=[O:7])(C)(C)C.[NH2:33][C:34]1[C:42]([Cl:43])=[CH:41][C:37](C(O)=O)=[C:36]([O:44][CH3:45])[CH:35]=1>>[NH2:33][C:34]1[C:42]([Cl:43])=[CH:41][C:37]([C:6]([NH:8][CH2:9][CH:10]2[CH2:14][CH2:13][N:12]([CH2:15][CH2:16][CH2:17][NH:18][C:19]([C:21]3[C:30]4[O:29][CH2:28][CH2:27][N:26]([CH3:31])[C:25]=4[CH:24]=[C:23]([Cl:32])[CH:22]=3)=[O:20])[CH2:11]2)=[O:7])=[C:36]([O:44][CH3:45])[CH:35]=1. Procedure: N-(3-(3-tert-Butoxycarbonylaminomethylpyrrolidin-1-yl)propyl)-6-chloro-4-methyl-3,4-dihydro-2H-1,4-benzoxazine-8-carboxamide (1.5 g) as starting compound was reacted and treated in the same manner as in Example 67 using 4-amino-5-chloro-2-methoxybenzoic acid (0.65 g) to give N-(3-(3-(4-amino-5-chloro-2-methoxybenzoylaminomethyl)-pyrrolidin-1-yl)propyl)-6-chloro-4-methyl-3,4-dihydro-2H-1,4-benzoxazine-8-carboxamide. Reactants: C[C@@H]1NC(O[C@H]1C1=CC=CC=C1)=O ((4S,5S)-4-methyl-5-phenyloxazolidin-2-one), aqueous saturated solution, [Cl-].[NH4+] (ammonium chloride), COC1=C(C=CC=C1)CC(=O)O (2-methoxyphenylacetic acid), [H-].[Na+] (sodium hydride), C(C(C)(C)C)(=O)Cl (pivaloyl chloride), C(CCC)[Li] (butyllithium). The solvent is O1CCCC1 (tetrahydrofuran), C(C)(=O)OCC (ethyl acetate), O1CCCC1 (tetrahydrofuran), CCCCCC (hexane). Run at temperature -30 celsius, time 45 minute. Yields the product C[C@@H]1N(C(O[C@H]1C1=CC=CC=C1)=O)C(CC1=C(C=CC=C1)OC)=O ((4S,5S)-4-methyl-5-phenyl-3-(2-methoxyphenylacetyl)oxazolidin-2-one). Isolated yield 74.1%. As a reaction SMILES: [CH3:1][O:2][C:3]1[CH:8]=[CH:7][CH:6]=[CH:5][C:4]=1[CH2:9][C:10]([OH:12])=O.[H-].[Na+].C(Cl)(=O)C(C)(C)C.C([Li])CCC.[CH3:27][C@H:28]1[C@H:32]([C:33]2[CH:38]=[CH:37][CH:36]=[CH:35][CH:34]=2)[O:31][C:30](=[O:39])[NH:29]1.[Cl-].[NH4+]>O1CCCC1.CCCCCC.C(OCC)(=O)C>[CH3:27][C@H:28]1[C@H:32]([C:33]2[CH:38]=[CH:37][CH:36]=[CH:35][CH:34]=2)[O:31][C:30](=[O:39])[N:29]1[C:10](=[O:12])[CH2:9][C:4]1[CH:5]=[CH:6][CH:7]=[CH:8][C:3]=1[O:2][CH3:1] |f:1.2,6.7|. Reported procedure: 9.38 g of 2-methoxyphenylacetic acid are added to a suspension of 1.89 [lacuna] of sodium hydride (80% strength dispersion in liquid paraffin) in 200 cm3 of dry tetrahydrofuran at room temperature. This suspension is cooled to -30° C., 7.77 cm3 of pivaloyl chloride are added, and a solution, cooled to -78° C., obtained by adding a solution of 35.27 cm3 of 1.6M butyllithium in hexane to a solution, cooled to -78° C., of 10 g of (4S,5S)-4-methyl-5-phenyloxazolidin-2-one in 200 cm3 of dry tetrahydr... Starting materials: O=[N+]([O-])c1ccc(F)cc1Br, O=C([O-])[O-], Cc1ccccc1, [Cs+], [Cs+], Nc1nc(Cl)c2[nH]c(=O)n(C3CCOc4c(F)cccc43)c2n1, CC(=O)[O-], CC(=O)[O-], [Pd+2], c1ccc(P(c2ccccc2)c2ccc3ccccc3c2-c2c(P(c3ccccc3)c3ccccc3)ccc3ccccc23)cc1. Product: O=c1[nH]c2c(Cl)nc(Nc3cc(F)ccc3[N+](=O)[O-])nc2n1C1CCOc2c(F)cccc21. Reaction SMILES: [Br:76][c:77]1[c:78]([N+:84](=[O:85])[O-:86])[cH:79][cH:80][c:81]([F:83])[cH:82]1.[C:24](=[O:25])([O-:26])[O-:27].[CH3:87][c:88]1[cH:89][cH:90][cH:91][cH:92][cH:93]1.[Cs+:28].[Cs+:29].[NH2:1][c:2]1[n:3][c:4]([Cl:23])[c:5]2[nH:6][c:7](=[O:22])[n:8]([CH:11]3[CH2:12][CH2:13][O:14][c:15]4[c:16]([F:21])[cH:17][cH:18][cH:19][c:20]43)[c:9]2[n:10]1.[O-:95][C:96]([CH3:97])=[O:98].[O-:99][C:100]([CH3:101])=[O:102].[Pd+2:94].[cH:30]1[cH:31][cH:32][c:33]([P:34]([c:35]2[cH:36][cH:37][c:38]3[c:39]([cH:40][cH:41][cH:42][cH:43]3)[c:44]2-[c:45]2[c:46]3[c:47]([cH:48][cH:49][cH:50][cH:51]3)[cH:52][cH:53][c:54]2[P:55]([c:56]2[cH:57][cH:58][cH:59][cH:60][cH:61]2)[c:62]2[cH:63][cH:64][cH:65][cH:66][cH:67]2)[c:68]2[cH:69][cH:70][cH:71][cH:72][cH:73]2)[cH:74][cH:75]1>>[NH:1]([c:2]1[n:3][c:4]([Cl:23])[c:5]2[nH:6][c:7](=[O:22])[n:8]([CH:11]3[CH2:12][CH2:13][O:14][c:15]4[c:16]([F:21])[cH:17][cH:18][cH:19][c:20]43)[c:9]2[n:10]1)[c:77]1[c:78]([N+:84](=[O:85])[O-:86])[cH:79][cH:80][c:81]([F:83])[cH:82]1. The reactants are BrC1=CC=CC(=N1)/C=C(/C(=O)NC(CCC)C1=CC=C(C=C1)OCCN(CC)CC)\C#N ((E)-3-(6-Bromopyridin-2-yl)-2-cyano-N-(1-(4-(2-(diethylamino)ethoxy)phenyl)butyl)acrylamide), FC1=CC=CC(=N1)C=O (6-fluoropicolinaldehyde). Product: C(#N)/C(/C(=O)NC(CCC)C1=CC=C(C=C1)OCCN(CC)CC)=C\C1=NC(=CC=C1)F ((E)-2-Cyano-N-(1-(4-(2-(diethylamino)ethoxy)phenyl)butyl)-3-(6-fluoropyridin-2-yl)acrylamide). Yield: 61.0%. As a reaction SMILES: Br[C:2]1[N:7]=[C:6](/[CH:8]=[C:9](\[C:31]#[N:32])/[C:10]([NH:12][CH:13]([C:17]2[CH:22]=[CH:21][C:20]([O:23][CH2:24][CH2:25][N:26]([CH2:29][CH3:30])[CH2:27][CH3:28])=[CH:19][CH:18]=2)[CH2:14][CH2:15][CH3:16])=[O:11])[CH:5]=[CH:4][CH:3]=1.[F:33]C1N=C(C=O)C=CC=1>>[C:31](/[C:9](=[CH:8]\[C:6]1[CH:5]=[CH:4][CH:3]=[C:2]([F:33])[N:7]=1)/[C:10]([NH:12][CH:13]([C:17]1[CH:22]=[CH:21][C:20]([O:23][CH2:24][CH2:25][N:26]([CH2:29][CH3:30])[CH2:27][CH3:28])=[CH:19][CH:18]=1)[CH2:14][CH2:15][CH3:16])=[O:11])#[N:32]. Procedure details: The title compound was prepared by using a similar procedure as described for the preparation of 33 except that 6-fluoropicolinaldehyde was used instead of 6-bromopicolinaldehyde. This produced crude product which was purified by flash silica gel column chromatography, eluting with 4:96 methanol/dichloromethane, to give 34 (105 mg, 61%) as a yellow oil: MS (ES+) m/z 439.2 (M+H)+. The reactants are Example 24 ( m ), OCC1=CC=C(C=C1)C1C(CN(CC1COC(C1=CC=CC=C1)(C1=CC=CC=C1)C1=CC=CC=C1)C(=O)OC(C)(C)C)OCC1=CC2=CC=CC=C2C=C1 (tert-butyl (3RS,4RS,5SR)-4-(4-hydroxymethyl-phenyl)-3-(naphthalen-2-ylmethoxy)-5-trityloxymethyl-piperidine-1-carboxylate), C(C1=CC=CC=C1)N=C=O (benzyl isocyanate). The product is C(C1=CC=CC=C1)NC(=O)OCC1=CC=C(C=C1)C1C(CN(CC1COC(C1=CC=CC=C1)(C1=CC=CC=C1)C1=CC=CC=C1)C(=O)OC(C)(C)C)OCC1=CC2=CC=CC=C2C=C1 (tert-butyl (3RS,4RS,5SR)-4-(4-benzylcarbamoyloxymethyl-phenyl)-3-(naphthalen-2-ylmethoxy)-5-trityloxymethyl-piperidine-1-carboxylate). RXN SMILES: [OH:1][CH2:2][C:3]1[CH:8]=[CH:7][C:6]([CH:9]2[CH:14]([CH2:15][O:16][C:17]([C:30]3[CH:35]=[CH:34][CH:33]=[CH:32][CH:31]=3)([C:24]3[CH:29]=[CH:28][CH:27]=[CH:26][CH:25]=3)[C:18]3[CH:23]=[CH:22][CH:21]=[CH:20][CH:19]=3)[CH2:13][N:12]([C:36]([O:38][C:39]([CH3:42])([CH3:41])[CH3:40])=[O:37])[CH2:11][CH:10]2[O:43][CH2:44][C:45]2[CH:54]=[CH:53][C:52]3[C:47](=[CH:48][CH:49]=[CH:50][CH:51]=3)[CH:46]=2)=[CH:5][CH:4]=1.[CH2:55]([N:62]=[C:63]=[O:64])[C:56]1[CH:61]=[CH:60][CH:59]=[CH:58][CH:57]=1>>[CH2:55]([NH:62][C:63]([O:1][CH2:2][C:3]1[CH:8]=[CH:7][C:6]([CH:9]2[CH:14]([CH2:15][O:16][C:17]([C:18]3[CH:19]=[CH:20][CH:21]=[CH:22][CH:23]=3)([C:30]3[CH:35]=[CH:34][CH:33]=[CH:32][CH:31]=3)[C:24]3[CH:29]=[CH:28][CH:27]=[CH:26][CH:25]=3)[CH2:13][N:12]([C:36]([O:38][C:39]([CH3:42])([CH3:40])[CH3:41])=[O:37])[CH2:11][CH:10]2[O:43][CH2:44][C:45]2[CH:54]=[CH:53][C:52]3[C:47](=[CH:48][CH:49]=[CH:50][CH:51]=3)[CH:46]=2)=[CH:5][CH:4]=1)=[O:64])[C:56]1[CH:61]=[CH:60][CH:59]=[CH:58][CH:57]=1. Reported procedure: In an analogous manner to that described in Example 24 (m), reaction of tert-butyl (3RS,4RS,5SR)-4-(4-hydroxymethyl-phenyl)-3-(naphthalen-2-ylmethoxy)-5-trityloxymethyl-piperidine-1-carboxylate with benzyl isocyanate gave tert-butyl (3RS,4RS,5SR)-4-(4-benzylcarbamoyloxymethyl-phenyl)-3-(naphthalen-2-ylmethoxy)-5-trityloxymethyl-piperidine-1-carboxylate, from which by cleavage of the trityl group by means of a mixture of trifluoroacetic acid and trifluoroacetic anhydride in methylene chloride ana...